This data is from the Open Reaction Database (ORD), a public repository of structured organic reaction records. The task is: describe an organic reaction: reactants, conditions, products, and yield Starting materials: [OH-].[Na+] (sodium hydroxide), C[Sn](C)(C)N=[N+]=[N-] (trimethyltin azide), ClC1=CC=C2C=CC(=NC2=C1)COC1=CC2=C(OCC3=C(C2SCCC#N)C=CC=C3)C=C1 (2-(7-chloroquinolin-2-yl)methoxy-11-(2-cyanoethylthio)-6,11-dihydrodibenz[b,e]oxepine), Cl (hydrochloric acid). The solvent is C=1(C(=CC=CC1)C)C (xylene). Conditions: time 15 minute. Yields the product ClC1=CC=C2C=CC(=NC2=C1)COC1=CC2=C(OCC3=C(C2SCCC2=NN=NN2)C=CC=C3)C=C1 (2-(7-Chloroquinolin-2-yl)methoxy-11-[2-(tetrazol-5-yl)ethylthio]-6,11-dihydrodibenz[b,e]oxepine). Isolated yield 4.6%. As a reaction SMILES: C[Sn]([N:5]=[N+:6]=[N-:7])(C)C.[Cl:8][C:9]1[CH:18]=[C:17]2[C:12]([CH:13]=[CH:14][C:15]([CH2:19][O:20][C:21]3[CH:40]=[CH:39][C:24]4[O:25][CH2:26][C:27]5[CH:38]=[CH:37][CH:36]=[CH:35][C:28]=5[CH:29]([S:30][CH2:31][CH2:32][C:33]#[N:34])[C:23]=4[CH:22]=3)=[N:16]2)=[CH:11][CH:10]=1.Cl.[OH-].[Na+]>C1(C)C(C)=CC=CC=1>[Cl:8][C:9]1[CH:18]=[C:17]2[C:12]([CH:13]=[CH:14][C:15]([CH2:19][O:20][C:21]3[CH:40]=[CH:39][C:24]4[O:25][CH2:26][C:27]5[CH:38]=[CH:37][CH:36]=[CH:35][C:28]=5[CH:29]([S:30][CH2:31][CH2:32][C:33]5[NH:34][N:7]=[N:6][N:5]=5)[C:23]=4[CH:22]=3)=[N:16]2)=[CH:11][CH:10]=1 |f:3.4|. Procedure details: 1.25 g of trimethyltin azide was added to 1.4 g of 2-(7-chloroquinolin-2-yl)methoxy-11-(2-cyanoethylthio)-6,11-dihydrodibenz[b,e]oxepine dissolved in 40 ml of xylene and the mixture was refluxed under heating for 8.5 hours. After cooling, 1.5 ml of conc. hydrochloric acid was added to the mixture and the mixture was stirred at room temperature for 15 minutes and then adjusted to about pH 4 with a 1N-sodium hydroxide aqueous solution. Crystals precipitated were applied to silica gel column chroma... Reactants: CC(C)NC(C)C, Cc1nn(C)c2c1N(C(=O)CCl)c1ccccc1NC2=O, [I-], [K+], C1COCCO1. Product: Cc1nn(C)c2c1N(C(=O)CN(C(C)C)C(C)C)c1ccccc1NC2=O. RXN SMILES: [CH:22]([CH3:23])([CH3:24])[NH:25][CH:26]([CH3:27])[CH3:28].[Cl:1][CH2:2][C:3](=[O:4])[N:5]1[c:6]2[c:7]([n:17]([CH3:21])[n:18][c:19]2[CH3:20])[C:8](=[O:16])[NH:9][c:10]2[c:11]1[cH:12][cH:13][cH:14][cH:15]2.[I-:30].[K+:29].[O:31]1[CH2:32][CH2:33][O:34][CH2:35][CH2:36]1>>[CH2:2]([C:3](=[O:4])[N:5]1[c:6]2[c:7]([n:17]([CH3:21])[n:18][c:19]2[CH3:20])[C:8](=[O:16])[NH:9][c:10]2[c:11]1[cH:12][cH:13][cH:14][cH:15]2)[N:25]([CH:22]([CH3:23])[CH3:24])[CH:26]([CH3:27])[CH3:28]. Reactants: FC1=C(C=C(C(=C1)F)Cl)[N+](=O)[O-] (2,4-difluoro-5-chloronitrobenzene), [H][H] (hydrogen). Product: FC1=C(N)C=CC(=C1)F (2,4-difluoroaniline). As a reaction SMILES: [F:1][C:2]1[CH:7]=[C:6]([F:8])[C:5](Cl)=[CH:4][C:3]=1[N+:10]([O-])=O.[H][H]>>[F:1][C:2]1[CH:7]=[C:6]([F:8])[CH:5]=[CH:4][C:3]=1[NH2:10]. Procedure: hydrogenating the 2,4-difluoro-5-chloronitrobenzene with hydrogen in the presence of a hydrogenation catalyst to form 2,4-difluoroaniline. Reactants: ClC=1C=C(C=CC1F)NC1=C(C=NC2=CN=C(C=C12)F)C#N (4-(3-Chloro-4-fluoro-phenylamino)-6-fluoro-[1,7]naphthyridine-3-carbonitrile), CN1CCN(CC1)CCCN (3-(4-methylpiperazin-1-yl)propan-1-amine). Product: ClC=1C=C(C=CC1F)NC1=C(C=NC2=CN=C(C=C12)NCCCN1CCN(CC1)C)C#N (4-[(3-chloro-4-fluorophenyl)amino]-6-{[3-(4-methylpiperazin-1-yl)propyl]amino}-1,7-naphthyridine-3-carbonitrile). The yield is 71.0%. Reaction SMILES: [Cl:1][C:2]1[CH:3]=[C:4]([NH:9][C:10]2[C:19]3[C:14](=[CH:15][N:16]=[C:17](F)[CH:18]=3)[N:13]=[CH:12][C:11]=2[C:21]#[N:22])[CH:5]=[CH:6][C:7]=1[F:8].[CH3:23][N:24]1[CH2:29][CH2:28][N:27]([CH2:30][CH2:31][CH2:32][NH2:33])[CH2:26][CH2:25]1>>[Cl:1][C:2]1[CH:3]=[C:4]([NH:9][C:10]2[C:19]3[C:14](=[CH:15][N:16]=[C:17]([NH:33][CH2:32][CH2:31][CH2:30][N:27]4[CH2:26][CH2:25][N:24]([CH3:23])[CH2:29][CH2:28]4)[CH:18]=3)[N:13]=[CH:12][C:11]=2[C:21]#[N:22])[CH:5]=[CH:6][C:7]=1[F:8]. Reported procedure: Following the procedure described above in Example 34, 4-(3-Chloro-4-fluoro-phenylamino)-6-fluoro-[1,7]naphthyridine-3-carbonitrile was reacted with 3-(4-methylpiperazin-1-yl)propan-1-amine. The crude product was purified by flash column chromatography (10% methanol in methylene chloride) to give a yellow solid (0.102 g, 71%). 1H NMR (400 MHz, DMSO-D6) δ ppm 1.8 (m, 2 H) 2.2 (s, 3 H) 2.4 (m, 8 H) 3.3 (m, 4 H) 6.9 (m, 2 H) 7.4 (s, 1 H) 7.5 (t, J=9.0 Hz, 1 H) 7.6 (d, J=7.1 Hz, 1 H) 8.3 (s, 1 H) 8.... The reactants are BrC1=C2C=C(C=NC2=CC=C1)OC (5-bromo-3-methoxy-quinoline). The solvent is CC(OCC)=O (EA). The product is COC=1C=NC2=CC=CC(=C2C1)CCC=O (3-(3-methoxy-quinolin-5-yl)-propionaldehyde). Yield: 30.0%. RXN SMILES: Br[C:2]1[CH:11]=[CH:10][CH:9]=[C:8]2[C:3]=1[CH:4]=[C:5]([O:12][CH3:13])[CH:6]=[N:7]2>CC(=O)OCC>[CH3:13][O:12][C:5]1[CH:6]=[N:7][C:8]2[C:3]([CH:4]=1)=[C:2]([CH2:3][CH2:4][CH:5]=[O:12])[CH:11]=[CH:10][CH:9]=2. Procedure: This aldehyde was prepared using sequentially the protocols of Example 29, step 29.i and Example 33, steps 33.i to 33.ii and starting from 5-bromo-3-methoxy-quinoline (4 g, 16.7 mmol; prepared as in DE 10316081). After chromatography on SiO2 (Hex/EA 1:1, EA), the compound was obtained as a yellowish solid (0.95 g, 30% yield over 3 steps). Reactants: C(=O)(O)CN1C(SCC1=O)=S (3-carboxymethylrhodanine), C(C)N(C1=CC=C(C=O)C=C1)CC (p-diethylaminobenzaldehyde), O (water). Solvent: CN(C=O)C (dimethylformamide). Conditions: temperature 100 celsius, time 3 hour. The product is C(=O)(O)CN1C(SC(C1=O)=CC1=CC=C(C=C1)N(CC)CC)=S (3-carboxymethyl-5-(p-diethylaminobenzylidene)rhodanine). Yield: 87.0%. RXN SMILES: [C:1]([CH2:4][N:5]1[C:9](=[O:10])[CH2:8][S:7][C:6]1=[S:11])([OH:3])=[O:2].[CH2:12]([N:14]([CH2:23][CH3:24])[C:15]1[CH:22]=[CH:21][C:18]([CH:19]=O)=[CH:17][CH:16]=1)[CH3:13].O>CN(C)C=O>[C:1]([CH2:4][N:5]1[C:9](=[O:10])[C:8](=[CH:19][C:18]2[CH:21]=[CH:22][C:15]([N:14]([CH2:12][CH3:13])[CH2:23][CH3:24])=[CH:16][CH:17]=2)[S:7][C:6]1=[S:11])([OH:3])=[O:2]. Procedure: In 30 ml of dimethylformamide were dissolved 3.82 g of 3-carboxymethylrhodanine and 3.54 g of p-diethylaminobenzaldehyde, and the solution was stirred at 100° C. for 3 hours. After termination of the reaction, the solution was poured into water, and the formed precipitate was recovered by filtration, washed with water and recrystallized from acetone to obtain 3-carboxymethyl-5-(p-diethylaminobenzylidene)rhodanine (the yield was 87%).